Dataset: the Open Reaction Database (ORD), a public repository of structured organic reaction records. Task: describe an organic reaction: reactants, conditions, products, and yield Reactants: aliphatic and aromatic hydrocarbon, C(C1=CC=CC=C1)OC1=C(C(=C(C=C1)F)F)F (1-benzyloxy-2,3,4-trifluorobenzene), [Li+].CC(C)[N-]C(C)C (LDA), [Li]CCCC (n-BuLi), S1(=O)(=O)CCCC1 (sulfolane), C(=O)=O (dry ice). Solvent: CN1CCCN(C1=O)C (DMPU), CCOCC (ether), C(C)OCC (ethyl ether), CN(C)P(=O)(N(C)C)N(C)C (HMPA), C1CCOC1 (THF), O1CCOCC1 (dioxane). Conditions: time 7.5 hour. The product is C(C1=CC=CC=C1)OC=1C(=C(C(=C(C(=O)O)C1)F)F)F (5-Benzoxy-2,3,4-trifluorobenzoic acid). Reaction SMILES: [CH2:1]([O:8][C:9]1[CH:14]=[CH:13][C:12]([F:15])=[C:11]([F:16])[C:10]=1[F:17])[C:2]1[CH:7]=[CH:6][CH:5]=[CH:4][CH:3]=1.S1(CCCC1)(=O)=O.[Li+].CC([N-]C(C)C)C.[Li]CCCC.[C:38](=[O:40])=[O:39]>O1CCOCC1.C(OCC)C.C1COCC1.CN1C(=O)N(C)CCC1.CN(P(N(C)C)(N(C)C)=O)C>[CH2:1]([O:8][C:9]1[C:10]([F:17])=[C:11]([F:16])[C:12]([F:15])=[C:13]([CH:14]=1)[C:38]([OH:40])=[O:39])[C:2]1[CH:3]=[CH:4][CH:5]=[CH:6][CH:7]=1 |f:2.3|. Procedure details: To a solution of 1-benzyloxy-2,3,4-trifluorobenzene in appropriate inert solvent (such as, but not limited to, aliphatic and aromatic hydrocarbon (such as pentane, hexane, heptane, cyclohexane, petroleum ether, petrol, gasoline, benzene, toluene, xylene), ether (such as diethyl ether, dibutyl ether, glycol dimethyl ether, 2-methoxyethyl ether, tetrahydrofuran, dioxane), sulfolane, HMPA, DMPU, prefer anhydrous THF, ethyl ether and dioxane) was added strong base (such as LDA, n-BuLi, LiHDMS) at lo... Reactants: COC([C@H](C1CCCCC1)NC(=O)C1=NN(C(=C1)OCC(=O)N1[C@@H](CCC1)C(NC1CCC1)=O)C1=CC=CC=C1)=O ((S)-({5-[2-((S)-2-Cyclobutylcarbamoyl-pyrrolidin-1-yl)-2-oxo-ethoxy]-1-phenyl-1H-pyrazole-3-carbonyl}-amino)-cyclohexyl-acetic acid methyl ester), [OH-].[Li+] (lithium hydroxide), Cl (HCl). Run in C1CCOC1 (THF), O (water). Conditions: time 4 hour. Yields the product C1(CCC1)NC(=O)[C@H]1N(CCC1)C(COC1=CC(=NN1C1=CC=CC=C1)C(=O)N[C@H](C(=O)O)C1CCCCC1)=O ((S)-({5-[2-((S)-2-Cyclobutylcarbamoyl-pyrrolidin-1-yl)-2-oxo-ethoxy]-1-phenyl-1H-pyrazole-3-carbonyl}-amino)-cyclohexyl-acetic acid). Reaction SMILES: C[O:2][C:3](=[O:41])[C@@H:4]([NH:11][C:12]([C:14]1[CH:18]=[C:17]([O:19][CH2:20][C:21]([N:23]2[CH2:27][CH2:26][CH2:25][C@H:24]2[C:28](=[O:34])[NH:29][CH:30]2[CH2:33][CH2:32][CH2:31]2)=[O:22])[N:16]([C:35]2[CH:40]=[CH:39][CH:38]=[CH:37][CH:36]=2)[N:15]=1)=[O:13])[CH:5]1[CH2:10][CH2:9][CH2:8][CH2:7][CH2:6]1.[OH-].[Li+].Cl>C1COCC1.O>[CH:30]1([NH:29][C:28]([C@@H:24]2[CH2:25][CH2:26][CH2:27][N:23]2[C:21](=[O:22])[CH2:20][O:19][C:17]2[N:16]([C:35]3[CH:36]=[CH:37][CH:38]=[CH:39][CH:40]=3)[N:15]=[C:14]([C:12]([NH:11][C@@H:4]([CH:5]3[CH2:10][CH2:9][CH2:8][CH2:7][CH2:6]3)[C:3]([OH:41])=[O:2])=[O:13])[CH:18]=2)=[O:34])[CH2:33][CH2:32][CH2:31]1 |f:1.2|. Procedure details: To a solution of 428 mg (S)-({5-[2-((S)-2-Cyclobutylcarbamoyl-pyrrolidin-1-yl)-2-oxo-ethoxy]-1-phenyl-1H-pyrazole-3-carbonyl}-amino)-cyclohexyl-acetic acid methyl ester in 20 ml THF and 5 ml water were added 30 mg lithium hydroxide at 0° C. After stirring for 4 h it was acidified with 1 N HCl and concentrated in vacuo to give the crude product as colorless oil. Yield: 380 mg. Starting materials: COC(=O)C=1N=C(C2=CC(=CC=C2C1O)SC1=CC=CC=C1)Br (1-bromo-4-hydroxy-7-phenylsulfanyl-isoquinoline-3-carboxylic acid methyl ester), C(#N)[Cu] (CuCN). Run in CN(C)C=O (DMF), C(Cl)Cl (DCM). The product is COC(=O)C=1N=C(C2=CC(=CC=C2C1O)SC1=CC=CC=C1)C#N (1-Cyano-4-hydroxy-7-phenylsulfanyl-isoquinoline-3-carboxylic acid methyl ester). Yield: 24.9%. RXN SMILES: [CH3:1][O:2][C:3]([C:5]1[N:6]=[C:7](Br)[C:8]2[C:13]([C:14]=1[OH:15])=[CH:12][CH:11]=[C:10]([S:16][C:17]1[CH:22]=[CH:21][CH:20]=[CH:19][CH:18]=1)[CH:9]=2)=[O:4].[C:24]([Cu])#[N:25]>CN(C=O)C.C(Cl)Cl>[CH3:1][O:2][C:3]([C:5]1[N:6]=[C:7]([C:24]#[N:25])[C:8]2[C:13]([C:14]=1[OH:15])=[CH:12][CH:11]=[C:10]([S:16][C:17]1[CH:22]=[CH:21][CH:20]=[CH:19][CH:18]=1)[CH:9]=2)=[O:4]. Procedure: A mixture of 1-bromo-4-hydroxy-7-phenylsulfanyl-isoquinoline-3-carboxylic acid methyl ester (0.91 g, prepared according to Arend et al. WO 2004108681) and CuCN (436 mg) in DMF (5 mL) was refluxed for 1 h; then cooled, diluted with DCM, filtered, then washed with water, dil. NaCl solution, dried over sodium sulphate, filtered, concentrated, the residue was column purified to give the desired product (195 mg). LC MS ESI: 337 (M+1)+. Reactants: C(C)OC(C=CC1=CC=2C=NC(=CC2N1CC(=O)OC(C)(C)C)Cl)=O (3-(1-tert-butoxycarbonylmethyl-6-chloro-1H-pyrrolo[3,2-c]pyridin-2-yl)acrylic acid ethyl ester). The reagents and catalysts are O=[Pt]=O (PtO2). Run in CCOC(=O)C (EtOAc). Reaction conditions: time 16 hour. The product is C(C)OC(CCC1=CC=2C=NC(=CC2N1CC(=O)OC(C)(C)C)Cl)=O (3-(1-tert-Butoxycarbonylmethyl-6-chloro-1H-pyrrolo[3,2-c]pyridin-2-yl)-propionic acid ethyl ester). The yield is 99.5%. Reaction SMILES: [CH2:1]([O:3][C:4](=[O:25])[CH:5]=[CH:6][C:7]1[N:15]([CH2:16][C:17]([O:19][C:20]([CH3:23])([CH3:22])[CH3:21])=[O:18])[C:14]2[CH:13]=[C:12]([Cl:24])[N:11]=[CH:10][C:9]=2[CH:8]=1)[CH3:2]>CCOC(C)=O.O=[Pt]=O>[CH2:1]([O:3][C:4](=[O:25])[CH2:5][CH2:6][C:7]1[N:15]([CH2:16][C:17]([O:19][C:20]([CH3:22])([CH3:21])[CH3:23])=[O:18])[C:14]2[CH:13]=[C:12]([Cl:24])[N:11]=[CH:10][C:9]=2[CH:8]=1)[CH3:2]. Procedure: A mixture of 0.08 g of 3-(1-tert-butoxycarbonylmethyl-6-chloro-1H-pyrrolo[3,2-c]pyridin-2-yl)acrylic acid ethyl ester and 0.015 g of PtO2 in 12 mL of EtOAc was stirred under a balloon pressure of H2 for 16 h. The mixture was filtered through celite and concentrated to give crude product (0.08 g, white solid) MS (ESI): 367.2 (M+1) The product is COc1ccc(CSC(C)(C)C(O)(Cn2cncn2)c2ccc(F)cc2F)cc1. RXN SMILES: [C:30](=[O:31])([O-:32])[O-:33].[F:1][c:2]1[c:3]([C:9]2([C:12]([CH3:13])([CH3:14])[S:15][CH2:16][c:17]3[cH:18][cH:19][c:20]([O:23][CH3:24])[cH:21][cH:22]3)[O:10][CH2:11]2)[cH:4][cH:5][c:6]([F:8])[cH:7]1.[K+:34].[K+:35].[O:36]=[CH:37][N:38]([CH3:39])[CH3:40].[nH:25]1[n:26][cH:27][n:28][cH:29]1>>[F:1][c:2]1[c:3]([C:9]([OH:10])([CH2:11][n:25]2[n:26][cH:27][n:28][cH:29]2)[C:12]([CH3:13])([CH3:14])[S:15][CH2:16][c:17]2[cH:18][cH:19][c:20]([O:23][CH3:24])[cH:21][cH:22]2)[cH:4][cH:5][c:6]([F:8])[cH:7]1. Reactants: O=C([O-])[O-], COc1ccc(CSC(C)(C)C2(c3ccc(F)cc3F)CO2)cc1, [K+], [K+], CN(C)C=O, c1nc[nH]n1. Starting materials: CCOC(=O)C1CCC(n2nc(C)cc2C)CC1, C1COCCO1, Cl, [Na+], [OH-]. Product: Cc1cc(C)n(C2CCC(C(=O)O)CC2)n1. Reaction SMILES: [CH2:1]([CH3:2])[O:3][C:4](=[O:5])[CH:6]1[CH2:7][CH2:8][CH:9]([n:12]2[n:13][c:14]([CH3:18])[cH:15][c:16]2[CH3:17])[CH2:10][CH2:11]1.[CH2:22]1[O:23][CH2:24][CH2:25][O:26][CH2:27]1.[ClH:21].[Na+:20].[OH-:19]>>[O:3]=[C:4]([OH:5])[CH:6]1[CH2:7][CH2:8][CH:9]([n:12]2[n:13][c:14]([CH3:18])[cH:15][c:16]2[CH3:17])[CH2:10][CH2:11]1. Starting materials: ferric chloride, C(=O)C=1C=CC(=C(C1)C1=NC2=CC=CC=C2C(=N1)N[C@@H]1CN(CC1)C(=O)OC(C)(C)C)OC ((S)-tert-Butyl 3-(2-(5-formyl-2-methoxyphenyl)quinazolin-4-ylamino)pyrrolidine-1-carboxylate), ferric chloride, NNC(=S)N (thiosemicarbazide). Solvent: C(C)O (ethanol). Conditions: time 16 hour. The product is NC1=NN=C(S1)C1=CC(=C(C=C1)O)C1=NC2=CC=CC=C2C(=N1)N[C@@H]1CNCC1 ((S)-4-(5-Amino-1,3,4-thiadiazol-2-yl)-2-(4-(pyrrolidin-3-ylamino)quinazolin-2-yl)phenol). As a reaction SMILES: [CH:1]([C:3]1[CH:4]=[CH:5][C:6]([O:32]C)=[C:7]([C:9]2[N:18]=[C:17]([NH:19][C@H:20]3[CH2:24][CH2:23][N:22](C(OC(C)(C)C)=O)[CH2:21]3)[C:16]3[C:11](=[CH:12][CH:13]=[CH:14][CH:15]=3)[N:10]=2)[CH:8]=1)=O.[NH2:34][NH:35][C:36]([NH2:38])=[S:37]>C(O)C>[NH2:38][C:36]1[S:37][C:1]([C:3]2[CH:4]=[CH:5][C:6]([OH:32])=[C:7]([C:9]3[N:18]=[C:17]([NH:19][C@H:20]4[CH2:24][CH2:23][NH:22][CH2:21]4)[C:16]4[C:11](=[CH:12][CH:13]=[CH:14][CH:15]=4)[N:10]=3)[CH:8]=2)=[N:34][N:35]=1. Reported procedure: (S)-tert-Butyl 3-(2-(5-formyl-2-methoxyphenyl)quinazolin-4-ylamino)pyrrolidine-1-carboxylate (0.160 g, 0.357 mmol) was dissolved in ethanol (2 mL) and thiosemicarbazide (0.033 g, 0.362 mmol) was added and the solution was stirred at room temperature for 16 h. The solid was filtered off and washed with ethanol (2×1 mL). The solid was suspended in water (16 mL) and ferric chloride (0.267 g, 1.00 mmol) was added and the solution was heated at 60° C. for 16 h. A further portion of ferric chloride (0...